Dataset: the Open Reaction Database (ORD), a public repository of structured organic reaction records. Task: describe an organic reaction: reactants, conditions, products, and yield Reactants: N[C@@H](C)C(=O)N[C@@H](CC(C)C)[C@@H](O)CC(=O)OC (H-Ala-Sta-OMe), N([C@@H](CC(C)C)[C@@H](O)CC(=O)O)C(=O)OC(C)(C)C (Boc-Sta-OH), C1CCC(CC1)N=C=NC2CCCCC2 (DCCI). The solvent is C(Cl)Cl (CH2Cl2). Run at time 7 hour. Yields the product N([C@@H](CC(C)C)[C@@H](O)CC(=O)N[C@@H](C)C(=O)N[C@@H](CC(C)C)[C@@H](O)CC(=O)OC)C(=O)OC(C)(C)C (Boc-Sta-Ala-Sta-OMe). RXN SMILES: [NH2:1][C@H:2]([C:4]([NH:6][C@H:7]([C@H:12]([CH2:14][C:15]([O:17][CH3:18])=[O:16])[OH:13])[CH2:8][CH:9]([CH3:11])[CH3:10])=[O:5])[CH3:3].[NH:19]([C:31]([O:33][C:34]([CH3:37])([CH3:36])[CH3:35])=[O:32])[C@H:20]([C@H:25]([CH2:27][C:28](O)=[O:29])[OH:26])[CH2:21][CH:22]([CH3:24])[CH3:23].C1CCC(N=C=NC2CCCCC2)CC1>C(Cl)Cl>[NH:19]([C:31]([O:33][C:34]([CH3:36])([CH3:35])[CH3:37])=[O:32])[C@H:20]([C@H:25]([CH2:27][C:28]([NH:1][C@H:2]([C:4]([NH:6][C@H:7]([C@H:12]([CH2:14][C:15]([O:17][CH3:18])=[O:16])[OH:13])[CH2:8][CH:9]([CH3:10])[CH3:11])=[O:5])[CH3:3])=[O:29])[OH:26])[CH2:21][CH:22]([CH3:24])[CH3:23]. Procedure details: 960 mg of H-Ala-Sta-OMe, 1 g of Boc-Sta-OH, 420 mg of HONSu and 750 mg of DCCI are dissolved successively in 50 ml of CH2Cl2 at RT. A white precipitate appears very quickly. The mixture is stirred at RT and, after 7 h, the DCU formed is filtered off and washed with CH2Cl2. The organic solution is washed successively with KHSO4 --K2SO4 (5% solution in H2O) and NaHCO3 (5% solution in H2O). It is dried over MgSO4 and filtered and the solvent is evaporated off. The product is solubilized in the mini... Starting materials: BrCCCCBr, COC(=O)CC(=O)C1CC1, [H-], [Na+], CN(C)C=O. Yields the product COC(=O)C1(C(=O)C2CC2)CCCC1. Reaction SMILES: [Br:13][CH2:14][CH2:15][CH2:16][CH2:17][Br:18].[CH:1]1([C:4]([CH2:5][C:6](=[O:7])[O:8][CH3:9])=[O:10])[CH2:2][CH2:3]1.[H-:11].[Na+:12].[O:19]=[CH:20][N:21]([CH3:22])[CH3:23]>>[CH:1]1([C:4]([C:5]2([C:6](=[O:7])[O:8][CH3:9])[CH2:14][CH2:15][CH2:16][CH2:17]2)=[O:10])[CH2:2][CH2:3]1. Reactants: intermediate 19c, C(C1=CC=CC=C1)C1(CCC=2N1C(C(=CN2)NC(=O)OCC2=CC=CC=C2)=O)C(=O)O (6-benzyl-3-benzyloxycarbonylamino-4-oxo-4,6,7,8-tetrahydro-pyrrolo[1,2-a]pyrimidine-6-carboxylic acid), C(C)(C)(C)OC(NC(=N)C1=CC=C(C=C1)CN)=O ([(4-aminomethyl-phenyl)-imino-methyl]-carbamic acid tert-butyl ester). Yields the product C(C1=CC=CC=C1)OC(NC1=CN=C2N(C1=O)C(CC2)(C(NCC2=CC=C(C=C2)C(=N)NC(=O)OC(C)(C)C)=O)CC2=CC=CC=C2)=O ({6-benzyl-6-[4-(tert-butoxycarbonylamino-imino-methyl)-benzylcarbamoyl]-4-oxo-4,6,7,8-tetrahydro-pyrrolo[1,2-a]pyrimidin-3-yl}-carbamic acid benzyl ester). As a reaction SMILES: [CH2:1]([C:8]1([C:29]([OH:31])=O)[N:12]2[C:13](=[O:28])[C:14]([NH:17][C:18]([O:20][CH2:21][C:22]3[CH:27]=[CH:26][CH:25]=[CH:24][CH:23]=3)=[O:19])=[CH:15][N:16]=[C:11]2[CH2:10][CH2:9]1)[C:2]1[CH:7]=[CH:6][CH:5]=[CH:4][CH:3]=1.[C:32]([O:36][C:37](=[O:49])[NH:38][C:39]([C:41]1[CH:46]=[CH:45][C:44]([CH2:47][NH2:48])=[CH:43][CH:42]=1)=[NH:40])([CH3:35])([CH3:34])[CH3:33]>>[CH2:21]([O:20][C:18](=[O:19])[NH:17][C:14]1[C:13](=[O:28])[N:12]2[C:8]([CH2:1][C:2]3[CH:7]=[CH:6][CH:5]=[CH:4][CH:3]=3)([C:29](=[O:31])[NH:48][CH2:47][C:44]3[CH:45]=[CH:46][C:41]([C:39]([NH:38][C:37]([O:36][C:32]([CH3:35])([CH3:34])[CH3:33])=[O:49])=[NH:40])=[CH:42][CH:43]=3)[CH2:9][CH2:10][C:11]2=[N:16][CH:15]=1)[C:22]1[CH:27]=[CH:26][CH:25]=[CH:24][CH:23]=1. Reported procedure: According to the procedure for the preparation of intermediate 19c, intermediate 21b (50 mg, 0.119 mmol) was coupled with [(4-aminomethyl-phenyl)-imino-methyl]-carbamic acid tert-butyl ester to afford 77 mg (quantitative) of intermediate 21c. Reactants: [N+](=O)([O-])C=1C=C2C(C(NC2=CC1)=O)=O (5-nitroisatin), C(CCO)O (1,3 propandiol), O.C1(=CC=C(C=C1)S(=O)(=O)O)C (p-toluenesulfonic acid mono-hydrate). Solvent: C1=CC=CC=C1 (benzene). The product is [N+](=O)([O-])C=1C=C2C3(C(NC2=CC1)=O)OCCCO3 (5′-Nitrospiro[1,3-dioxane-2,3′-indol]-2′(1′H)-one), solid. Isolated yield 27.0%. Reaction SMILES: [N+:1]([C:4]1[CH:5]=[C:6]2[C:10](=[CH:11][CH:12]=1)[NH:9][C:8](=[O:13])[C:7]2=[O:14])([O-:3])=[O:2].[CH2:15](O)[CH2:16][CH2:17][OH:18].O.C1(C)C=CC(S(O)(=O)=O)=CC=1>C1C=CC=CC=1>[N+:1]([C:4]1[CH:5]=[C:6]2[C:10](=[CH:11][CH:12]=1)[NH:9][C:8](=[O:13])[C:7]12[O:18][CH2:17][CH2:16][CH2:15][O:14]1)([O-:3])=[O:2] |f:2.3|. Reported procedure: A mixture of 5-nitroisatin (5.00 g, 26.0 mmol), 1,3 propandiol (4.76 mL , 65 mmol, 2.5 eq) and p-toluenesulfonic acid mono-hydrate (0.989 g, 5.2 mmol, 0.2 mol %)) in benzene (500 mL) was refluxed with a Dean Stark Trap for 23 hr. The benzene was decanted off and concentrated. The crude product was purified on Biotage KP silica gel eluting with 50/50 petroleum ether/EtOAc to give the title compound as an off white solid (1.78 g, 27% yield). NMR (300 Mz, DMSO-d6): consistent. The reactants are O=C([O-])[O-], CCCCCCC, CCOC(C)=O, ClCCCI, [Cs+], [Cs+], O=C1COc2ccc(F)cc2N1. Product: O=C1COc2ccc(F)cc2N1CCCCl. Reaction SMILES: [C:13](=[O:14])([O-:15])[O-:16].[CH3:24][CH2:25][CH2:26][CH2:27][CH2:28][CH2:29][CH3:30].[CH3:31][CH2:32][O:33][C:34]([CH3:35])=[O:36].[Cl:19][CH2:20][CH2:21][CH2:22][I:23].[Cs+:17].[Cs+:18].[F:1][c:2]1[cH:3][cH:4][c:5]2[c:6]([cH:12]1)[NH:7][C:8](=[O:11])[CH2:9][O:10]2>>[F:1][c:2]1[cH:3][cH:4][c:5]2[c:6]([cH:12]1)[N:7]([CH2:22][CH2:21][CH2:20][Cl:19])[C:8](=[O:11])[CH2:9][O:10]2.